This data is from the Open Reaction Database (ORD), a public repository of structured organic reaction records. The task is: describe an organic reaction: reactants, conditions, products, and yield Starting materials: [Br-], CC[Mg+], CC1(C)C(C(=O)Cl)C1(C)C, [Cl-], [Cl-], Clc1ccc2[nH]ccc2c1, ClCCl, [Zn+2]. Yields the product CC1(C)C(C(=O)c2c[nH]c3ccc(Cl)cc23)C1(C)C. Reaction SMILES: [Br-:11].[CH2:12]([Mg+:13])[CH3:14].[CH3:15][C:16]1([CH3:24])[CH:17]([C:21](=[O:22])[Cl:23])[C:18]1([CH3:19])[CH3:20].[Cl-:28].[Cl-:30].[Cl:1][c:2]1[cH:3][c:4]2[cH:5][cH:6][nH:7][c:8]2[cH:9][cH:10]1.[Cl:25][CH2:26][Cl:27].[Zn+2:29]>>[Cl:1][c:2]1[cH:3][c:4]2[c:5]([C:21]([CH:17]3[C:16]([CH3:15])([CH3:24])[C:18]3([CH3:19])[CH3:20])=[O:22])[cH:6][nH:7][c:8]2[cH:9][cH:10]1.